From a dataset of the Open Reaction Database (ORD), a public repository of structured organic reaction records. describe an organic reaction: reactants, conditions, products, and yield The reactants are CCCCN=C=O (N-butyl isocyanate), BrC=1C=NC(=NC1)N(CC[C@@H]1CC[C@H](CC1)C(=O)N1CCN(CCC1)CCO)C (trans-(4-{2-[(5-bromo-pyrimidin-2-yl)-methyl-amino]-ethyl}-cyclohexyl)-[4-(2-hydroxy-ethyl)-[1,4]diazepan-1-yl]-methanone), CCCCN=C=O (N-butyl isocyanate). Solvent: C(Cl)Cl (CH2Cl2). Reaction conditions: temperature 0 celsius, time 20 hour. Product: BrC=1C=NC(=NC1)N(CC[C@@H]1CC[C@H](CC1)C(=O)N1CCN(CCC1)CCOC(NCCCC)=O)C (trans-butyl-carbamic acid 2-[4-(4-{2-[(5-bromo-pyrimidin-2-yl)-methyl-amino]-ethyl}-cyclohexanecarbonyl)-[1,4]diazepan-1-yl]-ethyl ester). Isolated yield 68.0%. RXN SMILES: [Br:1][C:2]1[CH:3]=[N:4][C:5]([N:8]([CH3:29])[CH2:9][CH2:10][C@H:11]2[CH2:16][CH2:15][C@H:14]([C:17]([N:19]3[CH2:25][CH2:24][CH2:23][N:22]([CH2:26][CH2:27][OH:28])[CH2:21][CH2:20]3)=[O:18])[CH2:13][CH2:12]2)=[N:6][CH:7]=1.[CH3:30][CH2:31][CH2:32][CH2:33][N:34]=[C:35]=[O:36]>C(Cl)Cl>[Br:1][C:2]1[CH:3]=[N:4][C:5]([N:8]([CH3:29])[CH2:9][CH2:10][C@H:11]2[CH2:16][CH2:15][C@H:14]([C:17]([N:19]3[CH2:25][CH2:24][CH2:23][N:22]([CH2:26][CH2:27][O:28][C:35](=[O:36])[NH:34][CH2:33][CH2:32][CH2:31][CH3:30])[CH2:21][CH2:20]3)=[O:18])[CH2:13][CH2:12]2)=[N:6][CH:7]=1. Procedure: A solution of 0.10 g (0.21 mmol) of trans-(4-{2-[(5-bromo-pyrimidin-2-yl)-methyl-amino]-ethyl}-cyclohexyl)-[4-(2-hydroxy-ethyl)-[1,4]diazepan-1-yl]-methanone in 2 mL of CH2Cl2 was cooled (0° C.) and treated with 0.048 mL (0.43 mmol, 2 eq) of N-butyl isocyanate. After 20 h and 48 h the reaction was again cooled (0° C.) and treated with 0.048 mL (0.43 mmol, 2.0 eq) and 0.024 mL (0.21 mmol, 2.0 eq) of N-butyl isocyanate, respectively. The reaction was evaporated and dissolved in 5 mL of CH2Cl2/0.5 ... Starting materials: BrCCCOc1ccc(-c2csc3ccccc23)cc1, O=C([O-])[O-], c1ccc2c(c1)CCNC2, CC#N, [K+], [K+]. The product is c1ccc2c(c1)CCN(CCCOc1ccc(-c3csc4ccccc34)cc1)C2. RXN SMILES: [Br:1][CH2:2][CH2:3][CH2:4][O:5][c:6]1[cH:7][cH:8][c:9](-[c:12]2[c:13]3[c:14]([s:15][cH:16]2)[cH:17][cH:18][cH:19][cH:20]3)[cH:10][cH:11]1.[C:31](=[O:32])([O-:33])[O-:34].[CH2:21]1[NH:22][CH2:23][CH2:24][c:25]2[cH:26][cH:27][cH:28][cH:29][c:30]21.[CH3:37][C:38]#[N:39].[K+:35].[K+:36]>>[CH2:2]([CH2:3][CH2:4][O:5][c:6]1[cH:7][cH:8][c:9](-[c:12]2[c:13]3[c:14]([s:15][cH:16]2)[cH:17][cH:18][cH:19][cH:20]3)[cH:10][cH:11]1)[N:22]1[CH2:21][c:30]2[c:25]([cH:26][cH:27][cH:28][cH:29]2)[CH2:24][CH2:23]1. As a reaction SMILES: [C:23](=[O:24])([O-:25])[O-:26].[Cl:1][c:2]1[cH:3][c:4]([C:11](=[O:12])[O:13][CH2:14][CH3:15])[c:5]([B:8]([OH:9])[OH:10])[cH:6][cH:7]1.[Cs+:27].[Cs+:28].[I:16][c:17]1[n:18][cH:19][cH:20][n:21][cH:22]1.[O:29]=[CH:30][N:31]([CH3:32])[CH3:33]>>[Cl:1][c:2]1[cH:3][c:4]([C:11](=[O:12])[O:13][CH2:14][CH3:15])[c:5](-[c:17]2[n:18][cH:19][cH:20][n:21][cH:22]2)[cH:6][cH:7]1. Reactants: O=C([O-])[O-], CCOC(=O)c1cc(Cl)ccc1B(O)O, [Cs+], [Cs+], Ic1cnccn1, CN(C)C=O. Product: CCOC(=O)c1cc(Cl)ccc1-c1cnccn1. Starting materials: C([O-])([O-])=O.[K+].[K+] (potassium carbonate), BrCCC=C (4-bromo-1-butene), COC([C@@H](NC(=O)OC(C)(C)C)CC1=CC=C(C=C1)O)=O (N-BOC-tyrosine methyl ester). The solvent is CCOC(=O)C (EtOAc), CN(C)C=O (DMF), CCOC(=O)C (EtOAc). Reaction conditions: time 18 hour. Product: COC([C@H](CC1=CC=C(C=C1)OCCC=C)NC(=O)OC(C)(C)C)=O ((S)-3-(4-But-3-enyloxy-phenyl)-2-tert-butoxycarbonylamino-propionic acid methyl ester). Reaction SMILES: [CH3:1][O:2][C:3](=[O:21])[C@H:4]([CH2:13][C:14]1[CH:19]=[CH:18][C:17]([OH:20])=[CH:16][CH:15]=1)[NH:5][C:6]([O:8][C:9]([CH3:12])([CH3:11])[CH3:10])=[O:7].C(=O)([O-])[O-].[K+].[K+].Br[CH2:29][CH2:30][CH:31]=[CH2:32]>CN(C=O)C.CCOC(C)=O>[CH3:1][O:2][C:3](=[O:21])[C@@H:4]([NH:5][C:6]([O:8][C:9]([CH3:12])([CH3:10])[CH3:11])=[O:7])[CH2:13][C:14]1[CH:19]=[CH:18][C:17]([O:20][CH2:32][CH2:31][CH:30]=[CH2:29])=[CH:16][CH:15]=1 |f:1.2.3|. Reported procedure: N-BOC-tyrosine methyl ester (10.0 g, 33.9 mmol) was dissolved in DMF (40 mL) and potassium carbonate (5.62 g, 40.7 mmol) and 4-bromo-1-butene (4.13 mL, 40.7 mmol) were added. The mixture was stirred at rt for 18 h before being diluted with EtOAc (120 mL) and partitioned with 1M hydrochloric acid. The organic phase was washed with hydrochloric acid and then with brine before being dried (MgSO4), filtered and concentrated in vacuo. The crude material was purified by flash chromatography on silica ... Starting materials: C(C1=CC=CC=C1)N1CCC2=C(C1)C1=C(OC2(C)C)C=C(C=C1O)C(CCC)(C)C1=C(C=CC(=C1)Cl)C (2-Benzyl-5,5-dimethyl-10-hydroxy-8-(2-methyl-5-chlorophenyl-1-methylbutyl)-1,2,3,4-tetrahydro-5H[1]benzopyrano[3,4-d]pyridine), Cl.CC1N(CCCC1)CCCC(=O)O (γ-(2-methylpiperidino)-butyric acid hydrochloride), C1(CCCCC1)N=C=NC1CCCCC1 (dicyclohexylcarbodiimide). Yields the product Cl.C(C1=CC=CC=C1)N1CCC2=C(C1)C1=C(OC2(C)C)C=C(C=C1OC(CCCN1C(CCCC1)C)=O)C(CCC)(C)C1=C(C=CC(=C1)Cl)C (2-Benzyl-5,5-dimethyl-10-[4-(2-methylpiperidino)butyryloxy]-8-(2-methyl-5-chlorophenyl-1-methylbutyl)-1,2,3,4-tetrahydro-5H[1]benzopyrano[3,4-d]pyridine hydrochloride). As a reaction SMILES: [CH2:1]([N:8]1[CH2:13][C:12]2[C:14]3[C:23]([OH:24])=[CH:22][C:21]([C:25]([C:30]4[CH:35]=[C:34]([Cl:36])[CH:33]=[CH:32][C:31]=4[CH3:37])([CH3:29])[CH2:26][CH2:27][CH3:28])=[CH:20][C:15]=3[O:16][C:17]([CH3:19])([CH3:18])[C:11]=2[CH2:10][CH2:9]1)[C:2]1[CH:7]=[CH:6][CH:5]=[CH:4][CH:3]=1.Cl.[CH3:39][CH:40]1[CH2:45][CH2:44][CH2:43][CH2:42][N:41]1[CH2:46][CH2:47][CH2:48][C:49](O)=[O:50].C1(N=C=NC2CCCCC2)CCCCC1>>[ClH:36].[CH2:1]([N:8]1[CH2:13][C:12]2[C:14]3[C:23]([O:24][C:49](=[O:50])[CH2:48][CH2:47][CH2:46][N:41]4[CH2:42][CH2:43][CH2:44][CH2:45][CH:40]4[CH3:39])=[CH:22][C:21]([C:25]([C:30]4[CH:35]=[C:34]([Cl:36])[CH:33]=[CH:32][C:31]=4[CH3:37])([CH3:29])[CH2:26][CH2:27][CH3:28])=[CH:20][C:15]=3[O:16][C:17]([CH3:18])([CH3:19])[C:11]=2[CH2:10][CH2:9]1)[C:2]1[CH:7]=[CH:6][CH:5]=[CH:4][CH:3]=1 |f:1.2,4.5|. Procedure details: 2-Benzyl-5,5-dimethyl-10-hydroxy-8-(2-methyl-5-chlorophenyl-1-methylbutyl)-1,2,3,4-tetrahydro-5H[1]benzopyrano[3,4-d]pyridine, γ-(2-methylpiperidino)-butyric acid hydrochloride and dicyclohexylcarbodiimide in equimolar amounts are reacted as in Example 7 to give the desired product.